This data is from the Open Reaction Database (ORD), a public repository of structured organic reaction records. The task is: describe an organic reaction: reactants, conditions, products, and yield The product is N1=CC=CC2=CC(=CC=C12)CC1=CN=C2N1N=C(C=N2)C(C)=O (1-(7-(Quinolin-6-ylmethyl)imidazo[1,2-b][1,2,4]triazin-2-yl)ethanone). Yield: 75.7%. Run in Cl (HCl). Reaction SMILES: [CH3:1][C:2]1([C:7]2[CH:8]=[N:9][C:10]3[N:11]([C:13]([CH2:16][C:17]4[CH:18]=[C:19]5[C:24](=[CH:25][CH:26]=4)[N:23]=[CH:22][CH:21]=[CH:20]5)=[CH:14][N:15]=3)[N:12]=2)OCC[O:3]1.C([O-])([O-])=O.[Na+].[Na+]>Cl>[N:23]1[C:24]2[C:19](=[CH:18][C:17]([CH2:16][C:13]3[N:11]4[N:12]=[C:7]([C:2](=[O:3])[CH3:1])[CH:8]=[N:9][C:10]4=[N:15][CH:14]=3)=[CH:26][CH:25]=2)[CH:20]=[CH:21][CH:22]=1 |f:1.2.3|. Procedure details: A solution of 6-((2-(2-methyl-1,3-dioxolan-2-yl)imidazo[1,2-b][1,2,4]triazin-7-yl)methyl)quinoline (130 mg, 0.37 mmol) in 3 N HCl (5 mL) was stirred at 90° C. for 0.5 h. The reaction mixture was cooled to room temperature, neutralized with saturated aqueous Na2CO3 solution, extracted with ethyl acetate, dried over Na2SO4. The solvent was removed in vacuo to afford 85 mg (75%) of the title compound as yellow solid. 1H-NMR (400 MHz, CDCl3) δ ppm 9.06 (s, 1H), 8.91 (d, 1H), 8.12 (t, 2H), 8.04 (s, 1... Starting materials: CC1(OCCO1)C=1C=NC=2N(N1)C(=CN2)CC=2C=C1C=CC=NC1=CC2 (6-((2-(2-methyl-1,3-dioxolan-2-yl)imidazo[1,2-b][1,2,4]triazin-7-yl)methyl)quinoline), C(=O)([O-])[O-].[Na+].[Na+] (Na2CO3). The reactants are CO, [Na+], [OH-], O, COC(=O)C1CN(Cc2cccnc2)C(=O)C(=C2SC=CS2)C1=O. Yields the product O=C1CCN(Cc2cccnc2)C(=O)C1=C1SC=CS1. As a reaction SMILES: [CH3:28][OH:29].[Na+:26].[OH-:25].[OH2:27].[n:1]1[cH:2][c:3]([CH2:7][N:8]2[CH2:9][CH:10]([C:21]([O:22][CH3:23])=[O:24])[C:11](=[O:20])[C:12](=[C:15]3[S:16][CH:17]=[CH:18][S:19]3)[C:13]2=[O:14])[cH:4][cH:5][cH:6]1>>[n:1]1[cH:2][c:3]([CH2:7][N:8]2[CH2:9][CH2:10][C:11](=[O:20])[C:12](=[C:15]3[S:16][CH:17]=[CH:18][S:19]3)[C:13]2=[O:14])[cH:4][cH:5][cH:6]1. Starting materials: CCO, Cl, [Fe], Nc1ncc(Br)cc1[N+](=O)[O-], O. Yields the product Nc1cc(Br)cnc1N. RXN SMILES: [CH3:15][CH2:16][OH:17].[ClH:12].[Fe:14].[NH2:1][c:2]1[n:3][cH:4][c:5]([Br:11])[cH:6][c:7]1[N+:8]([O-:9])=[O:10].[OH2:13]>>[NH2:1][c:2]1[n:3][cH:4][c:5]([Br:11])[cH:6][c:7]1[NH2:8]. Starting materials: CNCC(C)(C)C, CS(C)=O, CCN(C(C)C)C(C)C, CNC(=O)c1ccc(C)c(Nc2cc(Cl)ncn2)c1, Cl. The product is CNC(=O)c1ccc(C)c(Nc2cc(N(C)CC(C)(C)C)ncn2)c1. As a reaction SMILES: [CH3:21][NH:22][CH2:23][C:24]([CH3:25])([CH3:26])[CH3:27].[CH3:37][S:38]([CH3:39])=[O:40].[CH:28]([N:29]([CH2:30][CH3:31])[CH:32]([CH3:33])[CH3:34])([CH3:35])[CH3:36].[Cl:1][c:2]1[cH:3][c:4]([NH:8][c:9]2[cH:10][c:11]([C:12](=[O:13])[NH:14][CH3:15])[cH:16][cH:17][c:18]2[CH3:19])[n:5][cH:6][n:7]1.[ClH:20]>>[c:2]1([N:22]([CH3:21])[CH2:23][C:24]([CH3:25])([CH3:26])[CH3:27])[cH:3][c:4]([NH:8][c:9]2[cH:10][c:11]([C:12](=[O:13])[NH:14][CH3:15])[cH:16][cH:17][c:18]2[CH3:19])[n:5][cH:6][n:7]1. Reactants: C(\C=C/C(=O)O)(=O)O (maleic acid), C(\C=C/C(=O)O)(=O)O (maleic acid), C(\C=C/C(=O)[O-])(=O)OC (mono-methyl maleate), 16a, O (water), O (water), C(\C=C/C(=O)[O-])(=O)OC (mono-methyl maleate), C(\C=C/C(=O)O)(=O)O (maleic acid), ( 9 ), ( 9 ), ( 19 ), mono-ester, C(\C=C/C(=O)O)(=O)O (maleic acid). The solvent is CO (methanol), CO (methanol), CO (methanol), CO (methanol). The product is C(\C=C/C(=O)OC)(=O)OC (di-methyl maleate). As a reaction SMILES: [C:1](O)(=O)/C=C\C(O)=O.[C:9]([O:16][CH3:17])(=[O:15])/[CH:10]=[CH:11]\[C:12]([O-:14])=[O:13].O>CO>[C:12]([O:14][CH3:1])(=[O:13])/[CH:11]=[CH:10]\[C:9]([O:16][CH3:17])=[O:15]. Procedure: This example relates to FIG. 1. In this example a 95 wt % solution of aqueous maleic acid is provided as described in Example 1. The aqueous maleic acid is fed to the mono-ester reactor column (9). Recycled methanol from the refining section (line 16a) is fed to the bottom of the column 9. More than 80% of the maleic acid is converted to mono-methyl maleate from the bottom product line (line 17) contains less than 10 mole % water. Mainly water and methanol and a small amount of maleic acid in th... Reactants: ClC1=C(C=NC2=C(C(=C(C=C12)OC)OC)OC)C#N (4-chloro-6,7,8-trimethoxy-quinoline-3-carbonitrile), ClC1=CC(=C(N)C=C1)F (4-chloro-2-fluoroaniline), C(C)OC(C)O (ethoxyethanol), C([O-])([O-])=O.[Na+].[Na+] (sodium carbonate). Run in O (water). The product is ClC1=CC(=C(C=C1)NC1=C(C=NC2=C(C(=C(C=C12)OC)OC)OC)C#N)F (4-(4-chloro-2-fluoro-phenylamino)-6,7,8-trimethoxy-quinoline-3-carbonitrile). Isolated yield 67.2%. Reaction SMILES: Cl[C:2]1[C:11]2[C:6](=[C:7]([O:16][CH3:17])[C:8]([O:14][CH3:15])=[C:9]([O:12][CH3:13])[CH:10]=2)[N:5]=[CH:4][C:3]=1[C:18]#[N:19].[Cl:20][C:21]1[CH:27]=[CH:26][C:24]([NH2:25])=[C:23]([F:28])[CH:22]=1.C(OC(O)C)C.C(=O)([O-])[O-].[Na+].[Na+]>O>[Cl:20][C:21]1[CH:27]=[CH:26][C:24]([NH:25][C:2]2[C:11]3[C:6](=[C:7]([O:16][CH3:17])[C:8]([O:14][CH3:15])=[C:9]([O:12][CH3:13])[CH:10]=3)[N:5]=[CH:4][C:3]=2[C:18]#[N:19])=[C:23]([F:28])[CH:22]=1 |f:3.4.5|. Reported procedure: A mixture of 0.279 g of 4-chloro-6,7,8-trimethoxy-quinoline-3-carbonitrile, 0.177 g of 4-chloro-2-fluoroaniline, and 10 ml of ethoxyethanol was stirred under nitrogen, at reflux temperature for 30 minutes. The mixture was cooled and added to 100 ml of water. To this mixture was added sodium carbonate to pH 9. The product was extracted with ethyl acetate, washed with water, dried and concentrated in vacuo. The solid thus obtained was chromatographed on silica gel eluting with hexanes-ethyl acetat... The reactants are Cl (hydrochloric acid), ICl (iodine monochloride), Cl.NC1CCC2=C(C=CC(=C12)O)C (1-amino-7-hydroxy-4-methylindane hydrochloride). Solvent: O (water). Run at time 2 hour. The product is Cl.NC1CCC2=C(C=C(C(=C12)O)I)C (1-amino-7-hydroxy-6-iodo-4-methylindane hydrochloride). As a reaction SMILES: [ClH:1].[NH2:2][CH:3]1[C:11]2[C:6](=[C:7]([CH3:13])[CH:8]=[CH:9][C:10]=2[OH:12])[CH2:5][CH2:4]1.Cl.[I:15]Cl>O>[ClH:1].[NH2:2][CH:3]1[C:11]2[C:6](=[C:7]([CH3:13])[CH:8]=[C:9]([I:15])[C:10]=2[OH:12])[CH2:5][CH2:4]1 |f:0.1,5.6|. Procedure details: One gram of 1-amino-7-hydroxy-4-methylindane hydrochloride was dissolved in 20 ml of water, then 5 ml of 3N-hydrochloric acid solution containing 0.85 g of iodine monochloride was added dropwise at a room temperature under vigorous stirring condition. The reaction mixture was stirred at the same temperature for 2 hours, then ice-cooled. The crystals precipitated were collected by filtration, and changed them to hydrochloride, washed with ether and dried. 0.70 Grams of 1-amino-7-hydroxy-6-iodo-4-... Reaction conditions: time 5 hour. The solvent is O (water), C(C)(=O)OCC (ethyl acetate), CN(C)C=O (DMF). Reaction SMILES: [CH2:1]([O:8][C:9]1[CH:14]=[CH:13][C:12]([CH2:15][C@H:16]([NH:20][C:21]([O:23][C:24]([CH3:27])([CH3:26])[CH3:25])=[O:22])[C:17](O)=[O:18])=[CH:11][C:10]=1[OH:28])[C:2]1[CH:7]=[CH:6][CH:5]=[CH:4][CH:3]=1.C[CH2:30][N:31]=C=NCCCN(C)C.C1C=CC2N(O)N=NC=2C=1.Cl.CN.C(N(CC)C(C)C)(C)C>CN(C=O)C.O.C(OCC)(=O)C>[C:24]([O:23][C:21](=[O:22])[NH:20][C@H:16]([C:17](=[O:18])[NH:31][CH3:30])[CH2:15][C:12]1[CH:13]=[CH:14][C:9]([O:8][CH2:1][C:2]2[CH:7]=[CH:6][CH:5]=[CH:4][CH:3]=2)=[C:10]([OH:28])[CH:11]=1)([CH3:27])([CH3:26])[CH3:25] |f:3.4|. Reported procedure: (S)-3-(4-benzyloxy-3-hydroxy-phenyl)-2-tert-butoxycarbonylamino-propionic acid (1.23 mmol) was dissolved in DMF (5 ml). EDCI (2 mmol) was added followed by HOBT (1 mmol) and methylamine hydrochloride (2 mmol). N,N-Diisopropylethylamine (2 mmol) was added and the solution was stirred at room temperature for 5 hours. The solution was diluted with water and ethyl acetate. The ethyl acetate extract was washed with dil HCl, with water and with brine. Drying (MgSO4) and evaporation gave the crude prod... Starting materials: Cl.CN (methylamine hydrochloride), C(C1=CC=CC=C1)OC1=C(C=C(C=C1)C[C@@H](C(=O)O)NC(=O)OC(C)(C)C)O ((S)-3-(4-benzyloxy-3-hydroxy-phenyl)-2-tert-butoxycarbonylamino-propionic acid), CCN=C=NCCCN(C)C (EDCI), C=1C=CC2=C(C1)N=NN2O (HOBT), C(C)(C)N(C(C)C)CC (N,N-Diisopropylethylamine). Yields the product C(C)(C)(C)OC(N[C@@H](CC1=CC(=C(C=C1)OCC1=CC=CC=C1)O)C(NC)=O)=O ([(S)-2-(4-Benzyloxy-3-hydroxy-phenyl)-1-methylcarbamoyl-ethyl]-carbamic acid tert-butyl ester).